From a dataset of the Open Reaction Database (ORD), a public repository of structured organic reaction records. describe an organic reaction: reactants, conditions, products, and yield The reactants are [Na].FC(C(F)(F)F)(C1=NOC(=C1)O)F (3-pentafluoroethyl-5-hydroxyisoxazole sodium salt), CN(C(CBr)=O)C1=CC=CC=C1 (N-methyl-N-phenyl-2-bromoacetamide). Solvent: C(C)#N (acetonitrile). Reaction conditions: temperature 60 celsius, time 24 hour. Product: CN(C(COC1=CC(=NO1)C(C(F)(F)F)(F)F)=O)C1=CC=CC=C1 (N-Methyl-N-phenyl-2-(3-pentafluoroethyl-5-isoxazolyloxy)acetamide). The yield is 67.5%. As a reaction SMILES: [Na].[F:2][C:3]([F:14])([C:8]1[CH:12]=[C:11]([OH:13])[O:10][N:9]=1)[C:4]([F:7])([F:6])[F:5].[CH3:15][N:16]([C:21]1[CH:26]=[CH:25][CH:24]=[CH:23][CH:22]=1)[C:17](=[O:20])[CH2:18]Br>C(#N)C>[CH3:15][N:16]([C:21]1[CH:26]=[CH:25][CH:24]=[CH:23][CH:22]=1)[C:17](=[O:20])[CH2:18][O:13][C:11]1[O:10][N:9]=[C:8]([C:3]([F:2])([F:14])[C:4]([F:7])([F:6])[F:5])[CH:12]=1 |f:0.1,^1:0|. Reported procedure: To 0.50 g (2.2 mmole) of 3-pentafluoroethyl-5-hydroxyisoxazole sodium salt were added dry acetonitrile (7 ml) and N-methyl-N-phenyl-2-bromoacetamide (0.55 g) and the resulting mixture was stirred at 60° C. for 24 hours. After completion of reaction, the reaction solution was evaporated under reduced pressure and to the residue was added water (80 ml), extracted with methylene chloride, treated with anhydrous sodium sulfate and concentrated under reduced pressure. The residue was purified by chro... The reactants are ClCCl, Nc1cccc(Oc2ccc(Cl)nn2)c1, O=S(=O)(OS(=O)(=O)C(F)(F)F)C(F)(F)F. Yields the product O=S(=O)(Nc1cccc(Oc2ccc(Cl)nn2)c1)C(F)(F)F. Reaction SMILES: [CH2:31]([Cl:32])[Cl:33].[Cl:16][c:17]1[cH:18][cH:19][c:20]([O:23][c:24]2[cH:25][c:26]([NH2:30])[cH:27][cH:28][cH:29]2)[n:21][n:22]1.[F:1][C:2]([F:3])([F:4])[S:5](=[O:6])([O:8][S:7]([C:9]([F:10])([F:11])[F:12])(=[O:13])=[O:14])=[O:15]>>[F:1][C:2]([F:3])([F:4])[S:5](=[O:6])(=[O:8])[NH:30][c:26]1[cH:25][c:24]([O:23][c:20]2[cH:19][cH:18][c:17]([Cl:16])[n:22][n:21]2)[cH:29][cH:28][cH:27]1.